From a dataset of the Open Reaction Database (ORD), a public repository of structured organic reaction records. describe an organic reaction: reactants, conditions, products, and yield Reactants: C(C)(=O)C=1C(NC2=C(C=CC(=C2C1C)OS(=O)(=O)O)C(C)C)=O (3-Acetyl-4-methylsulfoxy-8-isopropyl-2-quinolinone), C(C)(CC)N (sec-butylamine). Product: C(C)(=O)C=1C(NC2=C(C=CC=C2C1NC(C)CC)C(C)C)=O (3-Acetyl-4-sec-butylamino-8-isopropyl-2-quinolinone). The yield is 89.9%. As a reaction SMILES: [C:1]([C:4]1[C:5](=[O:23])[NH:6][C:7]2[C:12]([C:13]=1C)=[C:11](OS(O)(=O)=O)[CH:10]=[CH:9][C:8]=2[CH:20]([CH3:22])[CH3:21])(=[O:3])[CH3:2].[CH:24]([NH2:28])([CH2:26][CH3:27])[CH3:25]>>[C:1]([C:4]1[C:5](=[O:23])[NH:6][C:7]2[C:12]([C:13]=1[NH:28][CH:24]([CH2:26][CH3:27])[CH3:25])=[CH:11][CH:10]=[CH:9][C:8]=2[CH:20]([CH3:21])[CH3:22])(=[O:3])[CH3:2]. Reported procedure: 3-Acetyl-4-methylsulfoxy-8-isopropyl-2-quinolinone (2.91g, 0.01 mol) and sec-butylamine (0.73g, 0.01 mol) were used, but the reaction was carried out as the above process of example 37 to obtain the desired product (2.7g, yield: 90%). The reactants are BrC=1C=C(C=NC1)CO (5-bromopyridin-3-ylmethanol), C(C)(C)(C)[Si](C1=CC=CC=C1)(C1=CC=CC=C1)Cl (tert-butylchlorodiphenylsilane), N1C=NC=C1 (imidazole). Run in C(Cl)Cl (CH2Cl2). Run at time 1 hour. Product: BrC=1C=C(C(=NC1)[Si](C1=CC=CC=C1)(C1=CC=CC=C1)C(C)(C)C)CO (5-Bromo-0-tert-butyldiphenylsilylpyridin-3-ylmethanol). As a reaction SMILES: [Br:1][C:2]1[CH:3]=[C:4]([CH2:8][OH:9])[CH:5]=[N:6][CH:7]=1.[C:10]([Si:14](Cl)([C:21]1[CH:26]=[CH:25][CH:24]=[CH:23][CH:22]=1)[C:15]1[CH:20]=[CH:19][CH:18]=[CH:17][CH:16]=1)([CH3:13])([CH3:12])[CH3:11].N1C=CN=C1>C(Cl)Cl>[Br:1][C:2]1[CH:3]=[C:4]([CH2:8][OH:9])[C:5]([Si:14]([C:10]([CH3:13])([CH3:12])[CH3:11])([C:21]2[CH:22]=[CH:23][CH:24]=[CH:25][CH:26]=2)[C:15]2[CH:20]=[CH:19][CH:18]=[CH:17][CH:16]=2)=[N:6][CH:7]=1. Procedure: To a solution of 5-bromopyridin-3-ylmethanol (Chem. Pharm. Bull. 1990, 38, 2446) (29 g, 154 mmoL) and tert-butylchlorodiphenylsilane (47.5 g, 173 mmoL) in CH2Cl2 (500 mL) at r.t., there was added imidazole (15.8 g, 232 mmoL). The mixture was stirred for 1 hr. and filtered. The filtrate was evaporated and the residue chromatographed on silica gel, eluting with a 1:7 mixture of EtOAc and hexane, to afford the product as a colorless oil. Starting materials: C(C)(C)(C)S(=O)N=CCCC(=O)OC (methyl 4-((tert-butylsulfinyl)imino)butanoate), IC1=C(C=CC=C1)C1=CC=CC=C1 (2-iodo-1,1′-biphenyl), [Li]CCCC (n-BuLi), hexanes, [NH4+].[Cl-] (NH4Cl). Solvent: C1CCOC1 (THF), C1CCOC1 (THF), O (water), CCOCC (Et2O). Run at temperature -78 celsius, time 10 minute. The product is C1(=C(C=CC=C1)C(CCC(=O)OC)NS(=O)C(C)(C)C)C1=CC=CC=C1 (methyl 4-([1,1′-biphenyl]-2-yl)-4-(1,1-dimethylethylsulfinamido)butanoate). RXN SMILES: I[C:2]1[CH:7]=[CH:6][CH:5]=[CH:4][C:3]=1[C:8]1[CH:13]=[CH:12][CH:11]=[CH:10][CH:9]=1.[Li]CCCC.[C:19]([S:23]([N:25]=[CH:26][CH2:27][CH2:28][C:29]([O:31][CH3:32])=[O:30])=[O:24])([CH3:22])([CH3:21])[CH3:20].[NH4+].[Cl-]>C1COCC1.O.CCOCC>[C:3]1([C:8]2[CH:13]=[CH:12][CH:11]=[CH:10][CH:9]=2)[CH:4]=[CH:5][CH:6]=[CH:7][C:2]=1[CH:26]([NH:25][S:23]([C:19]([CH3:22])([CH3:21])[CH3:20])=[O:24])[CH2:27][CH2:28][C:29]([O:31][CH3:32])=[O:30] |f:3.4|. Procedure: A cooled (−78° C.) solution of commercially available 2-iodo-1,1′-biphenyl (1.916 g; 6.84 mmol) in anh. THF (62 ml), under nitrogen, was treated dropwise with a solution of 1.6 M n-BuLi in hexanes (4.27 ml; 6.84 mmol). The resulting solution was further stirred at −78° C. for 10 min. A solution of methyl 4-((tert-butylsulfinyl)imino)butanoate (1.500 g; 6.84 mmol) in anh. THF (8 ml) was added to the cooled reaction mixture, and stirring was continued from −78° C. to 0° C. over 1 h. The resulting ... Reactants: N1C[C@H](CC1)NC(=O)C12CC3CC(CC(C1)C3)C2 ((S)-N-(Pyrrolidin-3-yl)-1-adamantanecarboxamide), C1(=CC=C(C=C1)S(=O)(=O)OCCC1=C(C=CC=C1)F)C (2-(2-fluorophenyl)ethyl p-toluenesulfonate). Yields the product FC1=C(C=CC=C1)CCN1C[C@H](CC1)NC(=O)C12CC3CC(CC(C1)C3)C2 ((S)-N-(1-(2-(2-fluorophenyl)ethyl)pyrrolidin-3-yl)-1-adamantanecarboxamide). The yield is 29.6%. RXN SMILES: [NH:1]1[CH2:5][CH2:4][C@H:3]([NH:6][C:7]([C:9]23[CH2:18][CH:13]4[CH2:14][CH:15]([CH2:17][CH:11]([CH2:12]4)[CH2:10]2)[CH2:16]3)=[O:8])[CH2:2]1.C1(C)C=CC(S(O[CH2:29][CH2:30][C:31]2[CH:36]=[CH:35][CH:34]=[CH:33][C:32]=2[F:37])(=O)=O)=CC=1>>[F:37][C:32]1[CH:33]=[CH:34][CH:35]=[CH:36][C:31]=1[CH2:30][CH2:29][N:1]1[CH2:5][CH2:4][C@H:3]([NH:6][C:7]([C:9]23[CH2:18][CH:13]4[CH2:14][CH:15]([CH2:17][CH:11]([CH2:12]4)[CH2:10]2)[CH2:16]3)=[O:8])[CH2:2]1. Reported procedure: (S)-N-(Pyrrolidin-3-yl)-1-adamantanecarboxamide (0.5 g) and 2-(2-fluorophenyl)ethyl p-toluenesulfonate (0.59 g) were reacted under the same conditions as in Example 6 to give (S)-N-(1-(2-(2-fluorophenyl)ethyl)pyrrolidin-3-yl)-1-adamantanecarboxamide (0.22 g), melting point 106-108° C. Reactants: CCNC(=O)Nc1ccc(-c2nc3c(c(N4CCOCC4)n2)CCNC3)cc1, CN(C)C=O, CCN(C(C)C)C(C)C, Clc1nccnc1Cl. The product is CCNC(=O)Nc1ccc(-c2nc3c(c(N4CCOCC4)n2)CCN(c2nccnc2Cl)C3)cc1. Reaction SMILES: [CH2:1]([CH3:2])[NH:3][C:4](=[O:5])[NH:6][c:7]1[cH:8][cH:9][c:10](-[c:13]2[n:14][c:15]([N:23]3[CH2:24][CH2:25][O:26][CH2:27][CH2:28]3)[c:16]3[c:17]([n:18]2)[CH2:19][NH:20][CH2:21][CH2:22]3)[cH:11][cH:12]1.[CH3:37][N:38]([CH3:39])[CH:40]=[O:41].[CH:42]([N:43]([CH2:44][CH3:45])[CH:46]([CH3:47])[CH3:48])([CH3:49])[CH3:50].[Cl:29][c:30]1[n:31][cH:32][cH:33][n:34][c:35]1[Cl:36]>>[CH2:1]([CH3:2])[NH:3][C:4](=[O:5])[NH:6][c:7]1[cH:8][cH:9][c:10](-[c:13]2[n:14][c:15]([N:23]3[CH2:24][CH2:25][O:26][CH2:27][CH2:28]3)[c:16]3[c:17]([n:18]2)[CH2:19][N:20]([c:35]2[c:30]([Cl:29])[n:31][cH:32][cH:33][n:34]2)[CH2:21][CH2:22]3)[cH:11][cH:12]1. Reactants: N1CCC(CC1)C1=C2CC(NC2=CC=C1)=O (4-Piperidin-4-yl-1,3-dihydro-indol-2-one), C(=O)C1=C(C=C(N1)C(=O)O)C (5-formyl-4-methyl-1H-pyrrole-2-carboxylic acid). Yields the product CC=1C=C(NC1C=C1C(NC2=CC=CC(=C12)C1CCNCC1)=O)C(=O)O (4-Methyl-5-(2-oxo-4-piperidin-4-yl-1,2-dihydroindol-3-ylidenemethyl)-1H-pyrrole-2-carboxylic Acid). Reaction SMILES: [NH:1]1[CH2:6][CH2:5][CH:4]([C:7]2[CH:15]=[CH:14][CH:13]=[C:12]3[C:8]=2[CH2:9][C:10](=[O:16])[NH:11]3)[CH2:3][CH2:2]1.[CH:17]([C:19]1[NH:23][C:22]([C:24]([OH:26])=[O:25])=[CH:21][C:20]=1[CH3:27])=O>>[CH3:27][C:20]1[CH:21]=[C:22]([C:24]([OH:26])=[O:25])[NH:23][C:19]=1[CH:17]=[C:9]1[C:8]2[C:12](=[CH:13][CH:14]=[CH:15][C:7]=2[CH:4]2[CH2:3][CH2:2][NH:1][CH2:6][CH2:5]2)[NH:11][C:10]1=[O:16]. Procedure details: 4-Piperidin-4-yl-1,3-dihydro-indol-2-one (45 mg, 0.2 mmol) was condensed with 5-formyl-4-methyl-1H-pyrrole-2-carboxylic acid (34 mg, 0.23 mmol) to give the title compound. Reactants: [OH-].[K+] (KOH), Cl.OC=1C(=NC=CC1)CO (3-hydroxy-2-hydroxymethylpyridine hydrochloride), C(C1=CC=CC=C1)Br (benzyl bromide). Run in C(C)O (ethanol), C(C)O (ethanol). Conditions: time 5 minute. Yields the product C(C1=CC=CC=C1)OC=1C(=NC=CC1)CO (3-benzyloxy-2-hydroxymethylpyridine). The yield is 58.0%. RXN SMILES: Cl.[OH:2][C:3]1[C:4]([CH2:9][OH:10])=[N:5][CH:6]=[CH:7][CH:8]=1.[OH-].[K+].[CH2:13](Br)[C:14]1[CH:19]=[CH:18][CH:17]=[CH:16][CH:15]=1>C(O)C>[CH2:13]([O:2][C:3]1[C:4]([CH2:9][OH:10])=[N:5][CH:6]=[CH:7][CH:8]=1)[C:14]1[CH:19]=[CH:18][CH:17]=[CH:16][CH:15]=1 |f:0.1,2.3|. Procedure details: To a suspension of 3-hydroxy-2-hydroxymethylpyridine hydrochloride (7.0 g, 12.4 mmol) in ethanol (37.5 ml) was added a solution of KOH pellets (85% 1.6 g, 24.7 mmol) in ethanol (25 ml). The reaction was stirred for 5 minutes at ambient temperature and then benzyl bromide was added (2.11 g, 12.36 mmol). The reaction mixture was stirred at ambient temperature for 48 hours, filtered and evaporated. The residue was purified by chromatography (EtOAc, CH2Cl2) to give 3-benzyloxy-2-hydroxymethylpyridin... Starting materials: ClC1=C(C=O)C=C(C(=N1)C1=CC=CC=C1)C (2-Chloro-5-methyl-6-phenylnicotinaldehyde), N1C=NC=C1 (imidazole), C1(C=CCC1)=O (2-cyclopenten-1-one). Run in CO (MeOH), O (water), CO (MeOH). Product: ClC1=NC(=C(C=C1C(C=1C(CCC1)=O)O)C)C1=CC=CC=C1 (2-[(2-Chloro-5-methyl-6-phenyl pyridine-3-yl)(hydroxy)methyl]cyclopent-2-en-1-one). The yield is 93.0%. As a reaction SMILES: [Cl:1][C:2]1[N:9]=[C:8]([C:10]2[CH:15]=[CH:14][CH:13]=[CH:12][CH:11]=2)[C:7]([CH3:16])=[CH:6][C:3]=1[CH:4]=[O:5].N1C=CN=C1.[C:22]1(=[O:27])[CH2:26][CH2:25][CH:24]=[CH:23]1>CO.O>[Cl:1][C:2]1[C:3]([CH:4]([OH:5])[C:23]2[C:22](=[O:27])[CH2:26][CH2:25][CH:24]=2)=[CH:6][C:7]([CH3:16])=[C:8]([C:10]2[CH:11]=[CH:12][CH:13]=[CH:14][CH:15]=2)[N:9]=1. Procedure: The clear solution of 2-Chloro-5-methyl-6-phenylnicotinaldehyde (10 mmol, 2.31 g) and imidazole (10 mmol) in 50 ml. of MeOH was slowly charged with 50 ml. of deionized water. To a stirred homogeneous reaction mixture was added 2-cyclopenten-1-one (10.2 mmol., 0.88 g) at room temperature and reaction progress was monitored by TLC. Upon completion of the reaction, excess MeOH was removed under reduced pressure, washed with water and extracted with CHCl3 thrice. Combined organic layers were washed ... Reactants: O=C([O-])[O-], CN(C)C=O, CC(C)c1nc(C=Cc2cn(-c3ccccc3)nc2O)co1, CCOC(=O)Cc1ccc(-c2nc(COc3ccc(CCl)cc3OC)c(C)o2)cc1, Cl, [K+], [K+], O. The product is CCOC(=O)Cc1ccc(-c2nc(COc3ccc(COc4nn(-c5ccccc5)cc4C=Cc4coc(C(C)C)n4)cc3OC)c(C)o2)cc1. RXN SMILES: [C:54](=[O:55])([O-:56])[O-:57].[CH3:60][N:61]([CH3:62])[CH:63]=[O:64].[CH:32]([CH3:33])([CH3:34])[c:35]1[o:36][cH:37][c:38]([CH:40]=[CH:41][c:42]2[c:43]([OH:53])[n:44][n:45](-[c:47]3[cH:48][cH:49][cH:50][cH:51][cH:52]3)[cH:46]2)[n:39]1.[Cl:1][CH2:2][c:3]1[cH:4][c:5]([O:29][CH3:30])[c:6]([O:7][CH2:8][c:9]2[n:10][c:11](-[c:15]3[cH:16][cH:17][c:18]([CH2:21][C:22](=[O:23])[O:24][CH2:25][CH3:26])[cH:19][cH:20]3)[o:12][c:13]2[CH3:14])[cH:27][cH:28]1.[ClH:31].[K+:58].[K+:59].[OH2:65]>>[CH2:2]([c:3]1[cH:4][c:5]([O:29][CH3:30])[c:6]([O:7][CH2:8][c:9]2[n:10][c:11](-[c:15]3[cH:16][cH:17][c:18]([CH2:21][C:22](=[O:23])[O:24][CH2:25][CH3:26])[cH:19][cH:20]3)[o:12][c:13]2[CH3:14])[cH:27][cH:28]1)[O:53][c:43]1[c:42]([CH:41]=[CH:40][c:38]2[cH:37][o:36][c:35]([CH:32]([CH3:33])[CH3:34])[n:39]2)[cH:46][n:45](-[c:47]2[cH:48][cH:49][cH:50][cH:51][cH:52]2)[n:44]1. The reactants are ClC1=C2CCC(N(C2=CC=C1)CCCN1CCN(CC1)C1=CC(=CC=C1)[N+](=O)[O-])=O (5-Chloro-1-{3-[4-(3-nitrophenyl)-1-piperazinyl]propyl}-3,4-dihydrocarbostyril), Cl (hydrochloric acid). The reagents and catalysts are [C].[Pd] (palladium-carbon). The solvent is C(C)O (ethanol). The product is NC=1C=C(C=CC1)N1CCN(CC1)CCCN1C(=O)CCC2=C(C=CC=C12)Cl (1-{3-[4-(3-aminophenyl)-1-piperazinyl]propyl}-5-chloro-3,4-dihydrocarbostyril). Yield: 89.6%. RXN SMILES: [Cl:1][C:2]1[CH:11]=[CH:10][CH:9]=[C:8]2[C:3]=1[CH2:4][CH2:5][C:6](=[O:30])[N:7]2[CH2:12][CH2:13][CH2:14][N:15]1[CH2:20][CH2:19][N:18]([C:21]2[CH:26]=[CH:25][CH:24]=[C:23]([N+:27]([O-])=O)[CH:22]=2)[CH2:17][CH2:16]1.Cl>C(O)C.[C].[Pd]>[NH2:27][C:23]1[CH:22]=[C:21]([N:18]2[CH2:19][CH2:20][N:15]([CH2:14][CH2:13][CH2:12][N:7]3[C:8]4[C:3](=[C:2]([Cl:1])[CH:11]=[CH:10][CH:9]=4)[CH2:4][CH2:5][C:6]3=[O:30])[CH2:16][CH2:17]2)[CH:26]=[CH:25][CH:24]=1 |f:3.4|. Reported procedure: 5-Chloro-1-{3-[4-(3-nitrophenyl)-1-piperazinyl]propyl}-3,4-dihydrocarbostyril (3 g) was dissolved in 100 ml of ethanol, 2 ml of concentrated hydrochloric acid was added, and catalytic reduction was carried out at 3 atmospheres in the presence of 1.5 g of 5% palladium-carbon. The catalyst was then filtered off, the filtrate was concentrated under reduced pressure, and the residue was recrystallized from ethanol to give 2.5 g of 1-{3-[4-(3-aminophenyl)-1-piperazinyl]propyl}-5-chloro-3,4-dihydrocar...